This data is from the Open Reaction Database (ORD), a public repository of structured organic reaction records. The task is: describe an organic reaction: reactants, conditions, products, and yield Run in O (water), CO (methanol). Starting materials: [Li+].[OH-] (LiOH), C(C)OC(C(CCC=C)(CC1=C(C=CC(=C1)OC1=CC=CC=C1)[N+](=O)[O-])C#N)=O (2-cyano-2-(2-nitro-5-phenoxy-benzyl)-hex-5-enoic acid ethyl ester), C(C)OC(C(CCC=C)(CC1=C(C=CC(=C1)OC1=CC=CC=C1)[N+](=O)[O-])C#N)=O (2-cyano-2-(2-nitro-5-phenoxy-benzyl)-hex-5-enoic acid ethyl ester), Cl (HCl), [Li+].[OH-] (LiOH). Procedure details: 2-cyano-2-(2-nitro-5-phenoxy-benzyl)-hex-5-enoic acid ethyl ester (2.84 g, 7.20 mmol) was dissolved in methanol (42 mL). In a separate flask, LiOH (1.5 g, 36.0 mmol) was dissolved in water (21 mL). The LiOH solution was added to the methanolic solution containing 2-cyano-2-(2-nitro-5-phenoxy-benzyl)-hex-5-enoic acid ethyl ester and the reaction was allowed to stir at room temperature for 2 hours. Next, 12N HCl (3 mL) was added to the reaction mixture followed by removal of the methanol under red... Reaction conditions: time 2 hour. Yields the product C(#N)C(C(=O)O)(CCC=C)CC1=C(C=CC(=C1)OC1=CC=CC=C1)[N+](=O)[O-] (2-cyano-2-(2-nitro-5-phenoxy-benzyl)-hex-5-enoic acid). As a reaction SMILES: C([O:3][C:4](=[O:29])[C:5]([C:27]#[N:28])([CH2:10][C:11]1[CH:16]=[C:15]([O:17][C:18]2[CH:23]=[CH:22][CH:21]=[CH:20][CH:19]=2)[CH:14]=[CH:13][C:12]=1[N+:24]([O-:26])=[O:25])[CH2:6][CH2:7][CH:8]=[CH2:9])C.[Li+].[OH-].Cl>CO.O>[C:27]([C:5]([CH2:10][C:11]1[CH:16]=[C:15]([O:17][C:18]2[CH:23]=[CH:22][CH:21]=[CH:20][CH:19]=2)[CH:14]=[CH:13][C:12]=1[N+:24]([O-:26])=[O:25])([CH2:6][CH2:7][CH:8]=[CH2:9])[C:4]([OH:29])=[O:3])#[N:28] |f:1.2|.